From a dataset of the Open Reaction Database (ORD), a public repository of structured organic reaction records. describe an organic reaction: reactants, conditions, products, and yield Reactants: N#Cc1ccccc1Br, Cc1ccc(Br)cc1, [Li]C(C)(C)C, C1CCOC1, Cl, Cl[Ni]Cl, O, c1ccc(P(c2ccccc2)c2ccccc2)cc1, c1ccc(P(c2ccccc2)c2ccccc2)cc1. Product: Cc1ccc(-c2ccccc2C#N)cc1. Reaction SMILES: [Br:14][c:15]1[c:16]([C:17]#[N:18])[cH:19][cH:20][cH:21][cH:22]1.[Br:1][c:2]1[cH:3][cH:4][c:5]([CH3:8])[cH:6][cH:7]1.[C:9]([Li:10])([CH3:11])([CH3:12])[CH3:13].[CH2:24]1[O:25][CH2:26][CH2:27][CH2:28]1.[ClH:23].[Ni:29]([Cl:30])[Cl:31].[OH2:70].[c:32]1([P:33]([c:34]2[cH:35][cH:36][cH:37][cH:38][cH:39]2)[c:40]2[cH:41][cH:42][cH:43][cH:44][cH:45]2)[cH:46][cH:47][cH:48][cH:49][cH:50]1.[c:51]1([P:52]([c:53]2[cH:54][cH:55][cH:56][cH:57][cH:58]2)[c:59]2[cH:60][cH:61][cH:62][cH:63][cH:64]2)[cH:65][cH:66][cH:67][cH:68][cH:69]1>>[c:2]1(-[c:15]2[c:16]([C:17]#[N:18])[cH:19][cH:20][cH:21][cH:22]2)[cH:3][cH:4][c:5]([CH3:8])[cH:6][cH:7]1. The reactants are CN(C)Cc1ccnc(OCC=CCNC(=O)CSCCO)c1, CC(=O)OC(C)=O. Yields the product CC(=O)OCCSCC(=O)NCC=CCOc1cc(CN(C)C)ccn1. Reaction SMILES: [CH3:1][N:2]([CH3:3])[CH2:4][c:5]1[cH:6][c:7]([O:11][CH2:12][CH:13]=[CH:14][CH2:15][NH:16][C:17]([CH2:18][S:19][CH2:20][CH2:21][OH:22])=[O:23])[n:8][cH:9][cH:10]1.[CH3:24][C:25](=[O:26])[O:27][C:28](=[O:29])[CH3:30]>>[CH3:1][N:2]([CH3:3])[CH2:4][c:5]1[cH:6][c:7]([O:11][CH2:12][CH:13]=[CH:14][CH2:15][NH:16][C:17]([CH2:18][S:19][CH2:20][CH2:21][O:22][C:25]([CH3:24])=[O:26])=[O:23])[n:8][cH:9][cH:10]1. Yields the product C(C)OC(=O)C1=C(NC(=C(C1C1=CC(=CC=C1)[N+](=O)[O-])C(=O)OCC)COC=1C=NC=CC1)COC=1C=NC=CC1 (1,4-Dihydro-2,6-di[(3-pyridyloxy)-methyl]-4-(3-nitrophenyl)pyridine-3,5-dicarboxylic acid diethyl ester). RXN SMILES: [N+:1]([C:4]1[CH:5]=[C:6]([CH:17]=[CH:18][CH:19]=1)[CH:7]=[CH:8][C:9](=O)[CH2:10]C(OCC)=O)([O-:3])=[O:2].O=[C:21]([CH2:28][O:29][C:30]1[CH:31]=[N:32][CH:33]=[CH:34][CH:35]=1)[CH2:22][C:23]([O:25][CH2:26][CH3:27])=[O:24].[NH3:36]>C(O)C>[CH2:26]([O:25][C:23]([C:8]1[CH:7]([C:6]2[CH:17]=[CH:18][CH:19]=[C:4]([N+:1]([O-:3])=[O:2])[CH:5]=2)[C:22]([C:23]([O:25][CH2:26][CH3:27])=[O:24])=[C:21]([CH2:28][O:29][C:30]2[CH:31]=[N:32][CH:33]=[CH:34][CH:35]=2)[NH:36][C:9]=1[CH2:10][O:29][C:30]1[CH:31]=[N:32][CH:33]=[CH:34][CH:35]=1)=[O:24])[CH3:27]. Procedure details: Ethyl 3-nitrobenzylideneacetoacetate (6.47 g. 0.026 mol), ethyl 3-oxo-4-(3-pyridyloxy)butanoate (5.8 g, 0.026 mol) and 0.88 ammonia (2.5 ml) in ethanol were refluxed for 7 hours. The solvent was removed under reduced pressure and the residue partitioned between 2N hydrochloric acid and diethyl ether. The aqueous acid was extracted with chloroform and this was washed with dilute ammonia solution, dried (MgSO4) and evaporated. The residue was purified by chromatography on silica with first chlorof... Reactants: [N+](=O)([O-])C=1C=C(C=CC(CC(=O)OCC)=O)C=CC1 (Ethyl 3-nitrobenzylideneacetoacetate), O=C(CC(=O)OCC)COC=1C=NC=CC1 (ethyl 3-oxo-4-(3-pyridyloxy)butanoate), N (ammonia). Run in C(C)O (ethanol).